From a dataset of the Open Reaction Database (ORD), a public repository of structured organic reaction records. describe an organic reaction: reactants, conditions, products, and yield Run at time 4 day. Solvent: C(C)#N (acetonitrile). Procedure: N-[(2Z)-3-(4-Chlorophenyl)-1,3-thiazolidin-2-ylidene]-1H-imidazole-1-carboxamide (320 mg, 1.043 mmol, Example 25A) was suspended in dry acetonitrile (5 mL), and then iodomethane (0.325 mL, 5.22 mmol) was added. The mixture stirred at room temperature. After four days, the solvent was evaporated to give the title product. Product: [I-].ClC1=CC=C(C=C1)N1/C(/SCC1)=N/C(=O)N1C=[N+](C=C1)C (1-({[(2Z)-3-(4-chlorophenyl)-1,3-thiazolidin-2-ylidene]amino}carbonyl)-3-methyl-1H-imidazol-3-ium iodide). The reactants are ClC1=CC=C(C=C1)N1/C(/SCC1)=N/C(=O)N1C=NC=C1 (N-[(2Z)-3-(4-chlorophenyl)-1,3-thiazolidin-2-ylidene]-1H-imidazole-1-carboxamide), IC (iodomethane). RXN SMILES: [Cl:1][C:2]1[CH:7]=[CH:6][C:5]([N:8]2[CH2:12][CH2:11][S:10]/[C:9]/2=[N:13]\[C:14]([N:16]2[CH:20]=[CH:19][N:18]=[CH:17]2)=[O:15])=[CH:4][CH:3]=1.[I:21][CH3:22]>C(#N)C>[I-:21].[Cl:1][C:2]1[CH:3]=[CH:4][C:5]([N:8]2[CH2:12][CH2:11][S:10]/[C:9]/2=[N:13]\[C:14]([N:16]2[CH:20]=[CH:19][N+:18]([CH3:22])=[CH:17]2)=[O:15])=[CH:6][CH:7]=1 |f:3.4|. The reactants are CC1(CC(NC2=CC(=CC=C12)C#C)OC(C)C)C (4,4-dimethyl-2-isopropoxy-1,2,3,4-tetrahydro-7-ethynylquinoline), CC1(CC(NC2=CC(=CC=C12)C#C)OC(C)C)C (4,4-dimethyl-2-isopropoxy-1,2,3,4-tetrahydro-7-ethynylquinoline), IC1=CC=C(C(=O)OCC)C=C1 (ethyl 4-iodobenzoate). The reagents and catalysts are [Cu]I (copper(I) iodide), Cl[Pd]([P](C1=CC=CC=C1)(C2=CC=CC=C2)C3=CC=CC=C3)([P](C4=CC=CC=C4)(C5=CC=CC=C5)C6=CC=CC=C6)Cl (bis(triphenylphosphine)palladium(II) chloride). Solvent: C(C)NCC (diethylamine). Run at time 16 hour. The product is CC1(CC(=NC2=CC(=CC=C12)C#CC1=CC=C(C(=O)OCC)C=C1)OC(C)C)C (Ethyl 4-[(4,4-dimethyl-2-isopropoxy-3,4-dihydro-7-quinolinyl)ethynyl]benzoate). RXN SMILES: [CH3:1][C:2]1([CH3:18])[C:11]2[C:6](=[CH:7][C:8]([C:12]#[CH:13])=[CH:9][CH:10]=2)[NH:5][CH:4]([O:14][CH:15]([CH3:17])[CH3:16])[CH2:3]1.I[C:20]1[CH:30]=[CH:29][C:23]([C:24]([O:26][CH2:27][CH3:28])=[O:25])=[CH:22][CH:21]=1>C(NCC)C.[Cu]I.Cl[Pd](Cl)([P](C1C=CC=CC=1)(C1C=CC=CC=1)C1C=CC=CC=1)[P](C1C=CC=CC=1)(C1C=CC=CC=1)C1C=CC=CC=1>[CH3:1][C:2]1([CH3:18])[C:11]2[C:6](=[CH:7][C:8]([C:12]#[C:13][C:20]3[CH:30]=[CH:29][C:23]([C:24]([O:26][CH2:27][CH3:28])=[O:25])=[CH:22][CH:21]=3)=[CH:9][CH:10]=2)[N:5]=[C:4]([O:14][CH:15]([CH3:16])[CH3:17])[CH2:3]1 |^1:40,59|. Procedure: To a solution of 0.097 g (0.40 mmol) of 4,4-dimethyl-2-isopropoxy-1,2,3,4-tetrahydro-7-ethynylquinoline (Compound 27) and 1.16 g (0.75 ml, 4.2 mmol) of ethyl 4-iodobenzoate in 3.0 ml of diethylamine which was degassed under argon for 15 min, was added 0.043 g (0.23 mmol) of copper(I) iodide and then 0.064 g (0.09 mmol) of bis(triphenylphosphine)palladium(II) chloride. The reaction was stirred at room temperature for 16 h. The reaction mixture was then concentrated. Purification by flash chromato... The reactants are CC(C)(C)OC(=O)N1CCC(c2nc(-c3ccncc3)no2)CC1, ClCCl, O=C(O)C(F)(F)F. Product: c1cc(-c2noc(C3CCNCC3)n2)ccn1. Reaction SMILES: [C:8]([O:9][C:10](=[O:11])[N:15]1[CH2:16][CH2:17][CH:18]([c:21]2[n:22][c:23](-[c:26]3[cH:27][cH:28][n:29][cH:30][cH:31]3)[n:24][o:25]2)[CH2:19][CH2:20]1)([CH3:12])([CH3:13])[CH3:14].[Cl:32][CH2:33][Cl:34].[OH:1][C:2]([C:3]([F:4])([F:5])[F:6])=[O:7]>>[NH:15]1[CH2:16][CH2:17][CH:18]([c:21]2[n:22][c:23](-[c:26]3[cH:27][cH:28][n:29][cH:30][cH:31]3)[n:24][o:25]2)[CH2:19][CH2:20]1. Reactants: CC1=CC=2C3=C(NC2C=C1)C1CCN(C3)CC1 (9-methyl-3,4,5,6-tetrahydro-1H-2,5-ethanoazepino[4,3-b]indole), BrC1=CC=C2C=CC=NC2=C1 (7-bromoquinoline). The product is CC1=CC=2C3=C(N(C2C=C1)C1=NC2=CC=CC=C2C=C1)C1CCN(C3)CC1 (9-methyl-6-quinolin-2-yl-3,4,5,6-tetrahydro-1H-2,5-ethanoazepino[4,3-b]indole). As a reaction SMILES: [CH3:1][C:2]1[CH:10]=[CH:9][C:8]2[NH:7][C:6]3[CH:11]4[CH2:17][CH2:16][N:14]([CH2:15][C:5]=3[C:4]=2[CH:3]=1)[CH2:13][CH2:12]4.Br[C:19]1[CH:28]=[C:27]2[C:22]([CH:23]=[CH:24][CH:25]=[N:26]2)=[CH:21][CH:20]=1>>[CH3:1][C:2]1[CH:10]=[CH:9][C:8]2[N:7]([C:25]3[CH:24]=[CH:23][C:22]4[C:27](=[CH:28][CH:19]=[CH:20][CH:21]=4)[N:26]=3)[C:6]3[CH:11]4[CH2:12][CH2:13][N:14]([CH2:15][C:5]=3[C:4]=2[CH:3]=1)[CH2:16][CH2:17]4. Procedure: The reaction of 9-methyl-3,4,5,6-tetrahydro-1H-2,5-ethanoazepino[4,3-b]indole (226 mg, 1.0 mmol; Example 2B) and 7-bromoquinoline (312 mg, 1.5 mmol; Ark Pharm) was performed as described in Example 68 to afford the title compound: 1H NMR (300 MHz, methanol-d4) δ ppm 1.97-2.11 (m, 2H) 2.18-2.30 (m, 2H) 2.43 (s, 3H) 3.10-3.29 (m, 5H) 4.32 (s, 2H) 6.96-7.01 (m, 1H) 7.22 (s, 1H) 7.35 (d, J=8 Hz, 1H) 7.57 (d, J=8 Hz, 1H) 7.62-7.69 (m, 1H) 7.82 (ddd, J=8, 7, 1 Hz, 1H) 7.97-8.05 (m, 2H) 8.52 (d, J=8 Hz... RXN SMILES: [ClH:1].[ClH:35].[F:2][c:3]1[cH:4][cH:5][c:6]([C:9]([CH2:10][CH2:11][CH2:12][CH2:13][N:14]2[CH2:15][CH2:16][CH:17]([C:20]([c:21]3[cH:22][cH:23][cH:24][cH:25][cH:26]3)([c:27]3[cH:28][cH:29][cH:30][cH:31][cH:32]3)[OH:33])[CH2:18][CH2:19]2)=[O:34])[cH:7][cH:8]1.[NH2:36][OH:37].[cH:38]1[cH:39][cH:40][n:41][cH:42][cH:43]1>>[F:2][c:3]1[cH:4][cH:5][c:6]([C:9]([CH2:10][CH2:11][CH2:12][CH2:13][N:14]2[CH2:15][CH2:16][CH:17]([C:20]([c:21]3[cH:22][cH:23][cH:24][cH:25][cH:26]3)([c:27]3[cH:28][cH:29][cH:30][cH:31][cH:32]3)[OH:33])[CH2:18][CH2:19]2)=[N:36][OH:37])[cH:7][cH:8]1. The reactants are Cl, Cl, O=C(CCCCN1CCC(C(O)(c2ccccc2)c2ccccc2)CC1)c1ccc(F)cc1, NO, c1ccncc1. Product: ON=C(CCCCN1CCC(C(O)(c2ccccc2)c2ccccc2)CC1)c1ccc(F)cc1.